From a dataset of the Open Reaction Database (ORD), a public repository of structured organic reaction records. describe an organic reaction: reactants, conditions, products, and yield Reactants: C(C)OP(OCC)(=O)C(C(CCC=C)C1CCOCC1)C#N ([1-cyano-2-(tetrahydro-pyran-4-yl)-hex-5-enyl]-phosphonic acid diethyl ester), O (H2O), Heptanes, [O-][Mn](=O)(=O)=O.[K+] (KMnO4), OS(=O)[O-].[Na+] (NaHSO3). The reagents and catalysts are [Br-].C(CCC)[N+](CCCC)(CCCC)CCCC (tetrabutylammonium bromide). Run in ClCCl (dichloromethane), C(C)(=O)O (acetic acid). Conditions: time 8 hour. Yields the product C(#N)C(C(CCC(=O)O)C1CCOCC1)P(=O)(OCC)OCC (5-Cyano-5-(diethoxy-phosphoryl)-4-(tetrahydro-pyran-4-yl)-pentanoic acid). As a reaction SMILES: [CH2:1]([O:3][P:4]([CH:9]([C:21]#[N:22])[CH:10]([CH:15]1[CH2:20][CH2:19][O:18][CH2:17][CH2:16]1)[CH2:11][CH2:12][CH:13]=C)(=[O:8])[O:5][CH2:6][CH3:7])[CH3:2].[O-:23][Mn](=O)(=O)=O.[K+].OS([O-])=O.[Na+].[OH2:34]>ClCCl.C(O)(=O)C.[Br-].C([N+](CCCC)(CCCC)CCCC)CCC>[C:21]([CH:9]([P:4]([O:5][CH2:6][CH3:7])([O:3][CH2:1][CH3:2])=[O:8])[CH:10]([CH:15]1[CH2:20][CH2:19][O:18][CH2:17][CH2:16]1)[CH2:11][CH2:12][C:13]([OH:23])=[O:34])#[N:22] |f:1.2,3.4,8.9|. Procedure details: To a solution of [1-cyano-2-(tetrahydro-pyran-4-yl)-hex-5-enyl]-phosphonic acid diethyl ester (6.26 g, 19.0 mmol) in dichloromethane (211 mL), H2O (173 mL) and acetic acid (73 mL), was added tetrabutylammonium bromide (127 mg) followed by the portionwise addition of KMnO4. The resulting mixture was then stirred at room temperature overnight. The resulting viscous solution was cooled to 0° C., and NaHSO3 was added slowly until the mixture became clear. The layers were separated, and the organic l... Conditions: time 8 hour. Procedure: In N,N-dimethylformamide (10 ml) was dissolved trans- 7-chloro-5-(2-chlorophenyl)-1-isobutyl-2-oxo-1,2,3,5-tetrahydro-4,1-benzoxazepine-3-acetic acid (0.5 g) obtained in Example 2. To the solution were added pivaloyloxymethyl chloride (0.43 ml), N,N-diisobutyl ethylamine (0.52 ml) and KI (0.2 g). The mixture was stirred at room temperature overnight. To the reaction mixture were added water (100 ml) and ethyl acetate (100 ml), followed by extraction. The ethyl acetate layer was washed with an aq... Solvent: C(C)(=O)OCC (ethyl acetate), CN(C=O)C (N,N-dimethylformamide). Reaction SMILES: [Cl:1][C:2]1[CH:3]=[CH:4][C:5]2[N:11]([CH2:12][CH:13]([CH3:15])[CH3:14])[C:10](=[O:16])[C@@H:9]([CH2:17][C:18]([OH:20])=[O:19])[O:8][C@H:7]([C:21]3[CH:26]=[CH:25][CH:24]=[CH:23][C:22]=3[Cl:27])[C:6]=2[CH:28]=1.[C:29]([O:35][CH2:36]Cl)(=[O:34])[C:30]([CH3:33])([CH3:32])[CH3:31].C(N(CC)CC(C)C)C(C)C.O>CN(C)C=O.C(OCC)(=O)C>[C:29]([O:35][CH2:36][O:19][C:18](=[O:20])[CH2:17][C@H:9]1[O:8][C@H:7]([C:21]2[CH:26]=[CH:25][CH:24]=[CH:23][C:22]=2[Cl:27])[C:6]2[CH:28]=[C:2]([Cl:1])[CH:3]=[CH:4][C:5]=2[N:11]([CH2:12][CH:13]([CH3:14])[CH3:15])[C:10]1=[O:16])(=[O:34])[C:30]([CH3:33])([CH3:32])[CH3:31]. The reactants are O (water), C(C(C)(C)C)(=O)OCCl (pivaloyloxymethyl chloride), C(C(C)C)N(CC(C)C)CC (N,N-diisobutyl ethylamine), ClC=1C=CC2=C([C@H](O[C@@H](C(N2CC(C)C)=O)CC(=O)O)C2=C(C=CC=C2)Cl)C1 (trans- 7-chloro-5-(2-chlorophenyl)-1-isobutyl-2-oxo-1,2,3,5-tetrahydro-4,1-benzoxazepine-3-acetic acid). Yields the product C(C(C)(C)C)(=O)OCOC(C[C@@H]1C(N(C2=C([C@H](O1)C1=C(C=CC=C1)Cl)C=C(C=C2)Cl)CC(C)C)=O)=O (trans-7-chloro-5-(2-chlorophenyl)-1-isobutyl-2-oxo-1,2,3,5-tetrahydro-4,1-benzoxazepine-3-acetic acid pivaloyloxymethyl ester). Starting materials: O=C1C2=C(N=C3N1C=C(C=C3)C(=O)N)C=CS2 (10-oxo-10H-pyrido[1,2-a]thieno[3,2-d]pyrimidine-7-carboxamide), C1(=CC=C(C=C1)S(=O)(=O)Cl)C (p-toluenesulfonyl chloride), N1=CC=CC=C1 (pyridine). The solvent is CN(C=O)C (dimethylformamide), O (water). Run at temperature 95 celsius. The product is O=C1C2=C(N=C3N1C=C(C=C3)C#N)C=CS2 (10-Oxo-10H-pyrido[1,2-a]thieno[3,2-d]pyrimidine-7-carbonitrile). Reaction SMILES: [O:1]=[C:2]1[N:7]2[CH:8]=[C:9]([C:12]([NH2:14])=O)[CH:10]=[CH:11][C:6]2=[N:5][C:4]2[CH:15]=[CH:16][S:17][C:3]1=2.C1(C)C=CC(S(Cl)(=O)=O)=CC=1.N1C=CC=CC=1>CN(C)C=O.O>[O:1]=[C:2]1[N:7]2[CH:8]=[C:9]([C:12]#[N:14])[CH:10]=[CH:11][C:6]2=[N:5][C:4]2[CH:15]=[CH:16][S:17][C:3]1=2. Procedure: A mixture of 10-oxo-10H-pyrido[1,2-a]thieno[3,2-d]pyrimidine-7-carboxamide (1.4 g, 0.006 mol), p-toluenesulfonyl chloride (1.6 g, 0.008 mol), and pyridine (1.4 ml, 0.017 mol) in dimethylformamide (10 ml) is heated at 95° C. for 75 minutes. The mixture is cooled, diluted with water (5 ml) and stirred. The precipitate is filtered, washed with water, with ethanol and dried. Recrystallization from dimethylformamide gives the product (0.8 g.), mp 263°-264° C. (dec). Reactants: NC1[C@@H]2N(C(=C(CS2)CSC=2SC=NN2)C(=O)O)C1=O (7-amino-3-(1,3,4-thiadiazol-2-yl)thiomethyl-3-cephem-4-carboxylic acid), P(=O)(Cl)(Cl)Cl (Phosphoryl chloride), CN(C=O)C (N,N-dimethylformamide), C(=O)NC=1SC=C(N1)C(C(=O)O)=NOCC(N)=O (2-(2-formamidothiazol-4-yl)-2-carbamoylmethoxyiminoacetic acid). The solvent is CC(=O)C (acetone), O1CCCC1 (tetrahydrofuran), C(C)N(CC)CC (triethylamine). Conditions: time 30 minute. Product: C(=O)NC=1SC=C(N1)C(C(=O)NC1[C@@H]2N(C(=C(CS2)CSC=2SC=NN2)C(=O)O)C1=O)=NOCC#N (7-[2-(2-formamidothiazol-4-yl)-2-cyanomethoxyiminoacetamido]-3-(1,3,4-thiadiazol-2-yl)thiomethyl-3-cephem-4-carboxylic acid). Yield: 34.8%. RXN SMILES: P(Cl)(Cl)(Cl)=O.CN(C)C=O.[CH:11]([NH:13][C:14]1[S:15][CH:16]=[C:17]([C:19](=[N:23][O:24][CH2:25][C:26](=O)[NH2:27])[C:20]([OH:22])=O)[N:18]=1)=[O:12].[NH2:29][CH:30]1[C:47](=[O:48])[N:32]2[C:33]([C:44]([OH:46])=[O:45])=[C:34]([CH2:37][S:38][C:39]3[S:40][CH:41]=[N:42][N:43]=3)[CH2:35][S:36][C@H:31]12>CC(C)=O.C(N(CC)CC)C.O1CCCC1>[CH:11]([NH:13][C:14]1[S:15][CH:16]=[C:17]([C:19](=[N:23][O:24][CH2:25][C:26]#[N:27])[C:20]([NH:29][CH:30]2[C:47](=[O:48])[N:32]3[C:33]([C:44]([OH:46])=[O:45])=[C:34]([CH2:37][S:38][C:39]4[S:40][CH:41]=[N:42][N:43]=4)[CH2:35][S:36][C@H:31]23)=[O:22])[N:18]=1)=[O:12]. Procedure: Phosphoryl chloride (0.96 g.), N,N-dimethylformamide (0.459 g.), tetrahydrofuran (12 ml.) and 2-(2-formamidothiazol-4-yl)-2-carbamoylmethoxyiminoacetic acid (syn isomer, 1.2 g.) were treated in a similar manner to that of Example 1-(1) to give an activated acid solution. After a suspension of 7-amino-3-(1,3,4-thiadiazol-2-yl)thiomethyl-3-cephem-4-carboxylic acid (1.75 g.) in 50% aqueous acetone (16 ml.) was adjusted to pH 7 to 8.5 with triethylamine, the activated acid solution was added to the ... Reaction SMILES: [F:1][C:2]([F:21])([F:20])[CH2:3][NH:4][C:5](=S)[NH:6][C:7]1[CH:12]=[CH:11][N:10]=[C:9]([CH2:13][S:14][CH2:15][CH2:16][C:17]#[N:18])[N:8]=1.C[N:23](C=O)C>N.CCO.CCOC(C)=O.O>[F:1][C:2]([F:21])([F:20])[CH2:3][N:4]=[C:5]([NH2:23])[NH:6][C:7]1[CH:12]=[CH:11][N:10]=[C:9]([CH2:13][S:14][CH2:15][CH2:16][C:17]#[N:18])[N:8]=1 |f:4.5|. Reactants: FC(CNC(NC1=NC(=NC=C1)CSCCC#N)=S)(F)F (3-[4-(3-[2,2,2-trifluoroethyl]thioureido)pyrimid-2-ylmethylthio]propionitrile), mercuric oxide, CN(C)C=O (DMF). Conditions: time 40 minute. Run in N (ammonia), CCO (EtOH), CCOC(=O)C.O (EtOAc water). Procedure: The above thiourea (1 g.) in DMF (10 ml.) and 8 M ammonia in EtOH (10 ml.) was treated with mercuric oxide (3 g.). The mixture was stirred for 40 minutes, diluted with EtOAc/water 1:1 v/v (100 ml.) and filtered through diatomaceous earth. The EtOAc extract was dried (MgSO4) and evaporated in vacuo to give 3-[4-(2-[2,2,2-trifluoroethyl]guanidino)pyrimid-2-ylmethylthio]propionitrile as an oil, which was used without further purification. The product is FC(CN=C(NC1=NC(=NC=C1)CSCCC#N)N)(F)F (3-[4-(2-[2,2,2-trifluoroethyl]guanidino)pyrimid-2-ylmethylthio]propionitrile). The reactants are FC(CCC(=O)Cl)(C(F)(F)F)F (4,4,5,5,5-pentafluoropentanoyl chloride), ethyl acetate enolate, C(C)(=O)OCC (ethyl acetate), C[Si]([N-][Si](C)(C)C)(C)C.[Na+] (sodium hexamethyldisilazide). Run in C1CCOC1 (THF). Yields the product FC(CCC(CC(=O)OCC)=O)(C(F)(F)F)F (ethyl 6,6,7,7,7-pentafluoro-3-oxoheptanoate). The yield is 55.7%. As a reaction SMILES: [C:1]([O:4][CH2:5][CH3:6])(=[O:3])[CH3:2].C[Si](C)(C)[N-][Si](C)(C)C.[Na+].[F:17][C:18]([F:28])([C:24]([F:27])([F:26])[F:25])[CH2:19][CH2:20][C:21](Cl)=[O:22]>C1COCC1>[F:17][C:18]([F:28])([C:24]([F:25])([F:26])[F:27])[CH2:19][CH2:20][C:21](=[O:22])[CH2:2][C:1]([O:4][CH2:5][CH3:6])=[O:3] |f:1.2|. Procedure details: To a stirred solution of ethyl acetate enolate, prepared from ethyl acetate (4.4 g, 50 mmol) and sodium hexamethyldisilazide (50 mmol) in THF at −70° C., was added neat 4,4,5,5,5-pentafluoropentanoyl chloride (2.1 g, 10 mmol) at −70° C. Cooling bath was removed and the reaction mixture was allowed to warm to room temperature. The mixture was diluted with diethyl ether and quenched with water. The organic layer was separated, washed with aqueous 2 N hydrochloric acid, saturated sodium bicarbonate... The reactants are C(C)OC(CCC1=CC(=C(C=C1)[N+](=O)[O-])C(N(C)C)=O)=O (3-(3-Dimethylcarbamoyl-4-nitrophenyl)propionic acid ethyl ester). The reagents and catalysts are [C].[Pd] (palladium-carbon). Solvent: O1CCCC1 (THF), C(C)O (ethanol), [H][H] (hydrogen). Product: C(C)OC(CCC1=CC(=C(C=C1)N)C(N(C)C)=O)=O (3-(4-Amino-3-dimethylcarbamoylphenyl)propionic acid ethyl ester). Yield: 69.6%. As a reaction SMILES: [CH2:1]([O:3][C:4](=[O:21])[CH2:5][CH2:6][C:7]1[CH:12]=[CH:11][C:10]([N+:13]([O-])=O)=[C:9]([C:16](=[O:20])[N:17]([CH3:19])[CH3:18])[CH:8]=1)[CH3:2]>O1CCCC1.C(O)C.[H][H].[C].[Pd]>[CH2:1]([O:3][C:4](=[O:21])[CH2:5][CH2:6][C:7]1[CH:12]=[CH:11][C:10]([NH2:13])=[C:9]([C:16](=[O:20])[N:17]([CH3:18])[CH3:19])[CH:8]=1)[CH3:2] |f:4.5|. Procedure details: 3-(3-Dimethylcarbamoyl-4-nitrophenyl)propionic acid ethyl ester (1.52 g) was dissolved in a mixed solution of THF (tetrahydrofuran) (15 mL) and ethanol (15 mL). 7.5% (w/w) palladium-carbon (300 mg) was added thereto, followed by stirring overnight at normal pressure in hydrogen atmosphere. The reaction solution was filtered through a Celite pad and concentrated to give the title compound (0.950 g) as a pale yellow oil. Reactants: CN(C)c1ccncc1, O=C(Cl)C1CC1, Nc1nc(-c2ccco2)c(C(=O)C2CCOCC2)s1, O, c1ccncc1. Product: O=C(Nc1nc(-c2ccco2)c(C(=O)C2CCOCC2)s1)C1CC1. RXN SMILES: [CH3:27][N:28]([c:29]1[cH:30][cH:31][n:32][cH:33][cH:34]1)[CH3:35].[CH:20]1([C:23](=[O:24])[Cl:25])[CH2:21][CH2:22]1.[O:1]1[CH2:2][CH2:3][CH:4]([C:7](=[O:8])[c:9]2[c:10](-[c:15]3[o:16][cH:17][cH:18][cH:19]3)[n:11][c:12]([NH2:14])[s:13]2)[CH2:5][CH2:6]1.[OH2:26].[cH:36]1[cH:37][cH:38][n:39][cH:40][cH:41]1>>[O:1]1[CH2:2][CH2:3][CH:4]([C:7](=[O:8])[c:9]2[c:10](-[c:15]3[o:16][cH:17][cH:18][cH:19]3)[n:11][c:12]([NH:14][C:23]([CH:20]3[CH2:21][CH2:22]3)=[O:24])[s:13]2)[CH2:5][CH2:6]1. The product is ClC1=C(C=C(C=C1)CC(C)=O)S(=O)(=O)NC1=CC(=CC=C1)C#N (2-Chloro-N-(3-cyano-phenyl)-5-(2-oxo-propyl)-benzenesulfonamide). Procedure details: 3-Aminobenzonitrile (442 mg, 3.7 mmol, 1 eq) is dissolved in dry pyridine (606 ul, 7.5 mmol, 2 eq), under an inert atmosphere of argon. 2-Chloro-5-(2-oxo-propyl)-benzenesulfonyl chloride (Intermediate A)(1.0 g, 3.7 mmol) in 1,4-dioxane (2 ml) is added and the reaction mixture is stirred at room temperature overnight. The solvents are removed in vacuo and the residue is dissolved in DCM and 0.5M HCl. The phases are separated and the organic portion is washed with brine, dried over MgSO4, filtered... Run at time 8 hour. RXN SMILES: [NH2:1][C:2]1[CH:3]=[C:4]([CH:7]=[CH:8][CH:9]=1)[C:5]#[N:6].N1C=CC=CC=1.[Cl:16][C:17]1[CH:22]=[CH:21][C:20]([CH2:23][C:24](=[O:26])[CH3:25])=[CH:19][C:18]=1[S:27](Cl)(=[O:29])=[O:28]>O1CCOCC1>[Cl:16][C:17]1[CH:22]=[CH:21][C:20]([CH2:23][C:24](=[O:26])[CH3:25])=[CH:19][C:18]=1[S:27]([NH:1][C:2]1[CH:9]=[CH:8][CH:7]=[C:4]([C:5]#[N:6])[CH:3]=1)(=[O:28])=[O:29]. The reactants are NC=1C=C(C#N)C=CC1 (3-Aminobenzonitrile), N1=CC=CC=C1 (pyridine), ClC1=C(C=C(C=C1)CC(C)=O)S(=O)(=O)Cl (2-Chloro-5-(2-oxo-propyl)-benzenesulfonyl chloride), ClC1=C(C=C(C=C1)CC(C)=O)S(=O)(=O)Cl (2-Chloro-5-(2-oxo-propyl)-benzenesulfonyl chloride). Run in O1CCOCC1 (1,4-dioxane).